Task: describe an organic reaction: reactants, conditions, products, and yield. Dataset: the Open Reaction Database (ORD), a public repository of structured organic reaction records The reactants are C([O-])([O-])=O.[K+].[K+] (potassium carbonate), BrCC=1N=CSC1 (4-(bromomethyl)-1,3-thiazole), CC1=CC(=NC(=N1)S)O (6-methyl-2-sulfanylpyrimidin-4-ol). The solvent is CN(C)C=O (DMF). Run at time 4 hour. The product is CC1=CC(=NC(=N1)SCC=1N=CSC1)O (6-methyl-2-[(1,3-thiazol-4-ylmethyl)sulfanyl]pyrimidin-4-ol). Yield: 32.9%. As a reaction SMILES: [CH3:1][C:2]1[N:7]=[C:6]([SH:8])[N:5]=[C:4]([OH:9])[CH:3]=1.C(=O)([O-])[O-].[K+].[K+].Br[CH2:17][C:18]1[N:19]=[CH:20][S:21][CH:22]=1>CN(C=O)C>[CH3:1][C:2]1[N:7]=[C:6]([S:8][CH2:17][C:18]2[N:19]=[CH:20][S:21][CH:22]=2)[N:5]=[C:4]([OH:9])[CH:3]=1 |f:1.2.3|. Procedure details: 6-methyl-2-sulfanylpyrimidin-4-ol (491 mg, 3.4 mmol) was dissolved in anhydrous DMF (25 mL), then potassium carbonate (1.43 g, 10.3 mmol) and 4-(bromomethyl)-1,3-thiazole (922 mg, 5.2 mmol) were added. The mixture was stirred for 4 hours at room temperature. The solid was removed by filtration and washed with methanol, and the filtrate was evaporated. The residue was dissolved in DCM/MeOH and purified on silica gel using 10% DCM in MeOH to afford to 6-methyl-2-[(1,3-thiazol-4-ylmethyl)sulfanyl]p...